Dataset: the Open Reaction Database (ORD), a public repository of structured organic reaction records. Task: describe an organic reaction: reactants, conditions, products, and yield Reactants: COC1=CC=C(C=N1)NC1=C(C=O)C=CC=N1 (2-(6-methoxy-3-pyridinylamino)nicotinaldehyde), C(CC(=O)OCC)(=O)OCC (diethyl malonate), N1CCCCC1 (piperidine). Solvent: C(C)O (ethanol). Reaction conditions: temperature 100 celsius, time 4 hour. Product: COC1=CC=C(C=N1)N1C(C(=CC2=CC=CN=C12)C(=O)OCC)=O (ethyl 1-(6-methoxy-3-pyridyl)-2-oxo-1,2-dihydro-1,8-naphthyridine-3-carboxylate), solid. Yield: 45.0%. As a reaction SMILES: [CH3:1][O:2][C:3]1[N:8]=[CH:7][C:6]([NH:9][C:10]2[N:17]=[CH:16][CH:15]=[CH:14][C:11]=2[CH:12]=O)=[CH:5][CH:4]=1.[C:18](OCC)(=[O:25])[CH2:19][C:20]([O:22][CH2:23][CH3:24])=[O:21].N1CCCCC1>C(O)C>[CH3:1][O:2][C:3]1[N:8]=[CH:7][C:6]([N:9]2[C:10]3[C:11](=[CH:14][CH:15]=[CH:16][N:17]=3)[CH:12]=[C:19]([C:20]([O:22][CH2:23][CH3:24])=[O:21])[C:18]2=[O:25])=[CH:5][CH:4]=1. Procedure: 6.4 g (28 mmol) of 2-(6-methoxy-3-pyridinylamino)nicotinaldehyde was dissolved in ethanol (50 mL), and 6.7 g (42 mmol) of diethyl malonate and 0.95 g (11 mmol) of piperidine were added thereto. The resulting mixture was stirred for 4 hours at 100° C. The solvent was distilled off under reduced pressure from the reaction mixture, and the residue was washed with a mixed solution of ethyl acetate and diisopropyl ether. Thus, 4.1 g of the title compound was obtained as a pale yellow solid (yield: 45... Reactants: BrC1=NC(=CC(=C1)[N+](=O)[O-])C (2-bromo-6-methyl-4-nitropyridine), [K].[N+](=O)([O-])C1=CC=C(C=C1)S (4-nitrothiophenol potassium salt). Solvent: CN1C(CCC1)=O (1-methyl-pyrrolidone). Reaction conditions: temperature 50 celsius, time 1 hour. The product is BrC1=NC(=CC(=C1)SC1=CC=C(C=C1)[N+](=O)[O-])C (2-bromo-6-methyl-4-(4-nitrophenylsulphanyl)-pyridine). Isolated yield 63.5%. As a reaction SMILES: [Br:1][C:2]1[CH:7]=[C:6]([N+]([O-])=O)[CH:5]=[C:4]([CH3:11])[N:3]=1.[K].[N+:13]([C:16]1[CH:21]=[CH:20][C:19]([SH:22])=[CH:18][CH:17]=1)([O-:15])=[O:14]>CN1CCCC1=O>[Br:1][C:2]1[CH:7]=[C:6]([S:22][C:19]2[CH:20]=[CH:21][C:16]([N+:13]([O-:15])=[O:14])=[CH:17][CH:18]=2)[CH:5]=[C:4]([CH3:11])[N:3]=1 |f:1.2,^1:11|. Reported procedure: 1.0 g (0.00458 mol) of 2-bromo-6-methyl-4-nitropyridine and 0.885 g (0.00458 mol) of 4-nitrothiophenol potassium salt were dissolved in 10 ml of 1-methyl-pyrrolidone and stirred at 50° C. for 1 hr. The solvent was removed in a high vacuum and the residue was partitioned in water and ethyl acetate. The combined organic phases were washed with sat. sodium chloride solution and dried over MgSO4. After filtration and removal of the solvent the residue was chromatographed on silica gel with ethyl ace... Starting materials: C(C)(C)(C)OC(=O)N(C)CC1=CC=C2C(=N1)C=CN2C(=O)OC(C)(C)C (tert-butyl 5-((tert-butoxycarbonyl(methyl)amino)-methyl)-1H-pyrrolo[3,2-b]pyridine-1-carboxylate), Cl (HCl), O1CCOCC1 (dioxane). Solvent: CO (MeOH), C(Cl)Cl (DCM). Reaction conditions: temperature 50 celsius, time 7 hour. Product: Cl.CNCC1=CC=C2C(=N1)C=CN2 (N-methyl-1-(1H-pyrrolo[3,2-b]pyridin-5-yl)methanamine hydrochloride). Yield: 96.1%. RXN SMILES: C(O[C:6]([N:8]([CH2:10][C:11]1[N:16]=[C:15]2[CH:17]=[CH:18][N:19](C(OC(C)(C)C)=O)[C:14]2=[CH:13][CH:12]=1)C)=O)(C)(C)C.[ClH:27].O1CCOCC1>CO.C(Cl)Cl>[ClH:27].[CH3:6][NH:8][CH2:10][C:11]1[N:16]=[C:15]2[CH:17]=[CH:18][NH:19][C:14]2=[CH:13][CH:12]=1 |f:5.6|. Procedure details: To a stirred solution of tert-butyl 5-((tert-butoxycarbonyl(methyl)amino)-methyl)-1H-pyrrolo[3,2-b]pyridine-1-carboxylate (140.0 mg, 0.387 mmol) in MeOH (2 mL) and DCM (2 mL) was added HCl in dioxane (2.3 mL, 9.05 mmol, 4M) and the reaction mixture was stirred at 50° C. under N2 for 7 h. The solvent was removed in vacuo and the crude product was pumped dry on high-vacuum line to afford 87.1 mg (96.1%) of the desired product as HCl salt: 1H NMR (400 MHz, DMSO-d6) δ 12.51 (br s, 1H), 9.74 (br s, 2... Starting materials: FC(OC1=CC=C(C=C1)C=1C=C(C2=CC=CC=C2C1)O)(F)F (3-[4-(trifluoromethoxy)phenyl]-1-naphthol), BrCC1=CC=C(C(=O)OC)C=C1 (methyl 4-(bromomethyl)benzoate), C(=O)([O-])[O-].[K+].[K+] (K2CO3). Run in CC(=O)C (acetone). Yields the product FC(OC1=CC=C(C=C1)C=1C=C(C2=CC=CC=C2C1)OCC1=CC=C(C(=O)OC)C=C1)(F)F (Methyl 4-[({3-[4-(trifluoromethoxy)phenyl]-1-naphthyl}oxy)methyl]benzoate). Reaction SMILES: [F:1][C:2]([F:22])([F:21])[O:3][C:4]1[CH:9]=[CH:8][C:7]([C:10]2[CH:11]=[C:12]([OH:20])[C:13]3[C:18]([CH:19]=2)=[CH:17][CH:16]=[CH:15][CH:14]=3)=[CH:6][CH:5]=1.Br[CH2:24][C:25]1[CH:34]=[CH:33][C:28]([C:29]([O:31][CH3:32])=[O:30])=[CH:27][CH:26]=1.C([O-])([O-])=O.[K+].[K+]>CC(C)=O>[F:1][C:2]([F:21])([F:22])[O:3][C:4]1[CH:5]=[CH:6][C:7]([C:10]2[CH:11]=[C:12]([O:20][CH2:24][C:25]3[CH:34]=[CH:33][C:28]([C:29]([O:31][CH3:32])=[O:30])=[CH:27][CH:26]=3)[C:13]3[C:18]([CH:19]=2)=[CH:17][CH:16]=[CH:15][CH:14]=3)=[CH:8][CH:9]=1 |f:2.3.4|. Procedure: An acetone solution of 3-[4-(trifluoromethoxy)phenyl]-1-naphthol (50 mg, 0.166 mmol), methyl 4-(bromomethyl)benzoate (73 mg, 0.32 mmol) and K2CO3 (44 mg, 0.32 mmol) was heated at reflux until no starting material remained by HPLC analysis. The solution was concentrated and the residue purified by silica gel chromatography using a hexanes/ethyl acetate gradient to give the title compound. LCMS1 4.64 min. (M+H)=453 Starting materials: CC(=O)OC1(C(C)=O)C(=O)OC(=O)C1O, O=C(O)C(O)C(O)C(=O)O, O=C(O)C(O)C(O)C(=O)O, CC(=O)OC(C)=O, O=S(=O)(O)O. The product is O=C1OC(=O)C(O)C1O. RXN SMILES: [C:18]([O:19][C:20]1([C:21](=[O:22])[CH3:23])[CH:24]([OH:25])[C:26](=[O:27])[O:28][C:29]1=[O:30])(=[O:31])[CH3:32].[C:33]([OH:34])(=[O:35])[CH:36]([CH:37]([C:38]([OH:39])=[O:40])[OH:41])[OH:42].[C:8]([CH:9]([OH:10])[CH:11]([OH:12])[C:13](=[O:14])[OH:15])(=[O:16])[OH:17].[CH3:1][C:2]([O:3][C:4](=[O:5])[CH3:6])=[O:7].[S:43](=[O:44])(=[O:45])([OH:46])[OH:47]>>[C:8]1(=[O:16])[CH:9]([OH:10])[CH:11]([OH:12])[C:13](=[O:15])[O:17]1. Reactants: FC1=C(C(=O)N=C=O)C(=CC=C1)F (2,6-difluorobenzoyl isocyanate), ClC=1C(=CC(=C(N)C1)F)SC1=C(C=C(C=C1)C(F)(F)F)Cl (5-chloro-2-fluoro-4-[2-chloro-4-(trifluoromethyl)phenylthio]aniline), CCCCCC (n-hexane). The solvent is C1(=CC=CC=C1)C (toluene), C1(=CC=CC=C1)C (toluene). Product: FC1=C(C(=O)NC(=O)NC2=C(C=C(C(=C2)Cl)SC2=C(C=C(C=C2)C(F)(F)F)Cl)F)C(=CC=C1)F (N-(2,6-difluorobenzoyl)-N'-[5-chloro-2-fluoro-4-{2-chloro-4-(trifluoromethyl)phenylthio}phenyl]urea). Reaction SMILES: [Cl:1][C:2]1[C:3]([S:10][C:11]2[CH:16]=[CH:15][C:14]([C:17]([F:20])([F:19])[F:18])=[CH:13][C:12]=2[Cl:21])=[CH:4][C:5]([F:9])=[C:6]([CH:8]=1)[NH2:7].[F:22][C:23]1[CH:33]=[CH:32][CH:31]=[C:30]([F:34])[C:24]=1[C:25]([N:27]=[C:28]=[O:29])=[O:26].CCCCCC>C1(C)C=CC=CC=1>[F:22][C:23]1[CH:33]=[CH:32][CH:31]=[C:30]([F:34])[C:24]=1[C:25]([NH:27][C:28]([NH:7][C:6]1[CH:8]=[C:2]([Cl:1])[C:3]([S:10][C:11]2[CH:16]=[CH:15][C:14]([C:17]([F:20])([F:18])[F:19])=[CH:13][C:12]=2[Cl:21])=[CH:4][C:5]=1[F:9])=[O:29])=[O:26]. Reported procedure: 0.21 Gram of 5-chloro-2-fluoro-4-[2-chloro-4-(trifluoromethyl)phenylthio]aniline was dissolved in 6 ml of toluene, and to this solution was added dropwise a solution of 0.11 g of 2,6-difluorobenzoyl isocyanate in 4 ml of toluene with ice-cooling and stirring. After completion of addition, the reaction solution was stirred overnight at room temperature. Thereafter, 6 ml of n-hexane was added, the precipitated crystals were filtered off and dried to obtain 0.20 g of N-(2,6-difluorobenzoyl)-N'-[5-c...